This data is from the Open Reaction Database (ORD), a public repository of structured organic reaction records. The task is: describe an organic reaction: reactants, conditions, products, and yield Starting materials: CC(C)[N-]C(C)C, CI, [Li+], C1CCOC1, O, CN(C)C(=O)C1C2CCC(C2)C1c1ccc2sccc2c1. Yields the product Cc1cc2cc(C3C4CCC(C4)C3C(=O)N(C)C)ccc2s1. RXN SMILES: [CH:22]([N-:23][CH:24]([CH3:25])[CH3:26])([CH3:27])[CH3:28].[I:30][CH3:31].[Li+:29].[O:33]1[CH2:34][CH2:35][CH2:36][CH2:37]1.[OH2:32].[s:1]1[cH:2][cH:3][c:4]2[c:5]1[cH:6][cH:7][c:8]([CH:10]1[CH:11]([C:17](=[O:18])[N:19]([CH3:20])[CH3:21])[CH:12]3[CH2:13][CH2:14][CH:15]1[CH2:16]3)[cH:9]2>>[s:1]1[c:2]([CH3:22])[cH:3][c:4]2[c:5]1[cH:6][cH:7][c:8]([CH:10]1[CH:11]([C:17](=[O:18])[N:19]([CH3:20])[CH3:21])[CH:12]3[CH2:13][CH2:14][CH:15]1[CH2:16]3)[cH:9]2. Starting materials: [N+](=O)([O-])C1=CC=C(C=C1)NC(=S)NCC1=CC=NC=C1 (1-(p-nitrophenyl)-3-(4-pyridylmethyl)-2-thiourea), O.NN (hydrazine hydrate). The reagents and catalysts are [Pd] (palladium-on-carbon). The solvent is C(C)O (ethanol), C(C)O (ethanol). Run at time 8 hour. The product is NC1=CC=C(C=C1)NC(=S)NCC1=CC=NC=C1 (1-(p-aminophenyl)-3-(4-pyridylmethyl)-2-thiourea). RXN SMILES: [N+:1]([C:4]1[CH:9]=[CH:8][C:7]([NH:10][C:11]([NH:13][CH2:14][C:15]2[CH:20]=[CH:19][N:18]=[CH:17][CH:16]=2)=[S:12])=[CH:6][CH:5]=1)([O-])=O.O.NN>[Pd].C(O)C>[NH2:1][C:4]1[CH:9]=[CH:8][C:7]([NH:10][C:11]([NH:13][CH2:14][C:15]2[CH:16]=[CH:17][N:18]=[CH:19][CH:20]=2)=[S:12])=[CH:6][CH:5]=1 |f:1.2|. Procedure details: To a mixture of 5.76 gms. (0.02 mole) of 1-(p-nitrophenyl)-3-(4-pyridylmethyl)-2-thiourea, (Example 2, supra.), 200 ml. of ethanol and 65 ml. of hydrazine hydrate is added with stirring 0.5 grams of 5 percent palladium-on-carbon in 50 ml. of ethanol. The resulting mixture is allowed to stand overnight at room temperature and then refluxed for 2 to 3 hours. The hot reaction mixture is then filtered and the filtrate evaporated to remove solvents. The residue is 1-(p-aminophenyl)-3-(4-pyridylmethyl... Product: c1ccc(Oc2ccc(C3CCN(CC4(c5ccccc5)OCCO4)CC3)cc2)cc1. As a reaction SMILES: [Br:32][CH2:33][C:34]1([c:39]2[cH:40][cH:41][cH:42][cH:43][cH:44]2)[O:35][CH2:36][CH2:37][O:38]1.[OH:1][c:2]1[cH:3][cH:4][c:5]([CH:6]=[CH:7][CH2:8][N:11]2[CH2:12][CH2:13][CH:14]([c:17]3[cH:18][cH:19][c:20]([O:23][c:24]4[cH:25][cH:26][cH:27][cH:28][cH:29]4)[cH:21][cH:22]3)[CH2:15][CH2:16]2)[cH:9][c:10]1[O:30][CH3:31]>>[N:11]1([CH2:33][C:34]2([c:39]3[cH:40][cH:41][cH:42][cH:43][cH:44]3)[O:35][CH2:36][CH2:37][O:38]2)[CH2:12][CH2:13][CH:14]([c:17]2[cH:18][cH:19][c:20]([O:23][c:24]3[cH:25][cH:26][cH:27][cH:28][cH:29]3)[cH:21][cH:22]2)[CH2:15][CH2:16]1. Reactants: BrCC1(c2ccccc2)OCCO1, COc1cc(C=CCN2CCC(c3ccc(Oc4ccccc4)cc3)CC2)ccc1O. The reactants are C(C1=CC=CC=C1)OC(=O)N1[C@@H](C[C@H](C1)O)C=CC=1N(C=CN1)C ((2S,4R)-1-benzyloxycarbonyl-4-hydroxy-2-[2-(1-methylimidazol-2-yl)vinyl]pyrrolidine), CS(=O)(=O)Cl (methanesulfonyl chloride), O (water). The solvent is C(C)(=O)OCC (ethyl acetate), CN(C)C (trimethylamine), C(C)(=O)OCC (ethyl acetate). The product is C(C1=CC=CC=C1)OC(=O)N1[C@@H](C[C@H](C1)OS(=O)(=O)C)C=CC=1N(C=CN1)C ((2S,4R)-1-benzyloxycarbonyl-4-methanesulfonyloxy-2-[2-(1-methylimidazol-2-yl)vinyl]pyrrolidine). As a reaction SMILES: [CH2:1]([O:8][C:9]([N:11]1[CH2:15][C@H:14]([OH:16])[CH2:13][C@H:12]1[CH:17]=[CH:18][C:19]1[N:20]([CH3:24])[CH:21]=[CH:22][N:23]=1)=[O:10])[C:2]1[CH:7]=[CH:6][CH:5]=[CH:4][CH:3]=1.[CH3:25][S:26](Cl)(=[O:28])=[O:27].O>C(OCC)(=O)C.CN(C)C>[CH2:1]([O:8][C:9]([N:11]1[CH2:15][C@H:14]([O:16][S:26]([CH3:25])(=[O:28])=[O:27])[CH2:13][C@H:12]1[CH:17]=[CH:18][C:19]1[N:20]([CH3:24])[CH:21]=[CH:22][N:23]=1)=[O:10])[C:2]1[CH:7]=[CH:6][CH:5]=[CH:4][CH:3]=1. Reported procedure: To a solution of (2S,4R)-1-benzyloxycarbonyl-4-hydroxy-2-[2-(1-methylimidazol-2-yl)vinyl]pyrrolidine (5.45 g) in a mixture of ethyl acetate (60 ml) and trimethylamine (3.01 ml) was added dropwise methanesulfonyl chloride (1.42 ml) under ice-cooling with stirring and the mixture was stirred at the same temperature for 1 hour. To the reaction mixture were added ethyl acetate (100 ml) and water (50 ml). The organic layer was washed successively with saturated aqueous sodium bicarbonate and saturate... The reactants are NC1=CC=C(C=C1)C1NC2=CC=C(C=C2CC1(C)C)C(=O)O (2-(4-aminophenyl)-3,3-dimethyl-1,2,3,4-tetrahydroquinoline-6-carboxylic acid), FC=1C=C(C=CC1)S(=O)(=O)Cl (3-fluorobenzene-1-sulfonyl chloride). Run in N1=CC=CC=C1 (pyridine). Run at time 8 hour. Yields the product FC=1C=C(C=CC1)S(=O)(=O)NC1=CC=C(C=C1)C1NC2=CC=C(C=C2CC1(C)C)C(=O)O (2-(4-(3-fluorophenylsulfonamido)phenyl)-3,3-dimethyl-1,2,3,4-tetrahydroquinoline-6-carboxylic acid). The yield is 62.0%. Reaction SMILES: [NH2:1][C:2]1[CH:7]=[CH:6][C:5]([CH:8]2[C:17]([CH3:19])([CH3:18])[CH2:16][C:15]3[C:10](=[CH:11][CH:12]=[C:13]([C:20]([OH:22])=[O:21])[CH:14]=3)[NH:9]2)=[CH:4][CH:3]=1.[F:23][C:24]1[CH:25]=[C:26]([S:30](Cl)(=[O:32])=[O:31])[CH:27]=[CH:28][CH:29]=1>N1C=CC=CC=1>[F:23][C:24]1[CH:25]=[C:26]([S:30]([NH:1][C:2]2[CH:3]=[CH:4][C:5]([CH:8]3[C:17]([CH3:18])([CH3:19])[CH2:16][C:15]4[C:10](=[CH:11][CH:12]=[C:13]([C:20]([OH:22])=[O:21])[CH:14]=4)[NH:9]3)=[CH:6][CH:7]=2)(=[O:32])=[O:31])[CH:27]=[CH:28][CH:29]=1. Procedure: To a solution of 2-(4-aminophenyl)-3,3-dimethyl-1,2,3,4-tetrahydroquinoline-6-carboxylic acid (50 mg, 0.17 mmol) in 5 mL of pyridine was added 3-fluorobenzene-1-sulfonyl chloride (41 mg 0.21 mmol) below 0° C. The mixture was stirred at room temperature under nitrogen overnight. Pyridine was removed in vacuo and the residue was purified by preparative thin layer chromatography to afford 2-(4-(3-fluorophenylsulfonamido)phenyl)-3,3-dimethyl-1,2,3,4-tetrahydroquinoline-6-carboxylic acid as a yellow ... The yield is 80.5%. Product: C(CCC)N(CCCOC1=C(C(OC=2CCCCC12)=O)C1=CC=CC=C1)CCCC (4-(3'-Dibutylaminopropoxy)-3-phenyl-5,6,7,8-tetrahydrocoumarin). As a reaction SMILES: [OH:1][C:2]1[C:11]2[CH2:10][CH2:9][CH2:8][CH2:7][C:6]=2[O:5][C:4](=[O:12])[C:3]=1[C:13]1[CH:18]=[CH:17][CH:16]=[CH:15][CH:14]=1.Cl[CH2:20][CH2:21][CH2:22][N:23]([CH2:28][CH2:29][CH2:30][CH3:31])[CH2:24][CH2:25][CH2:26][CH3:27]>>[CH2:28]([N:23]([CH2:24][CH2:25][CH2:26][CH3:27])[CH2:22][CH2:21][CH2:20][O:1][C:2]1[C:11]2[CH2:10][CH2:9][CH2:8][CH2:7][C:6]=2[O:5][C:4](=[O:12])[C:3]=1[C:13]1[CH:14]=[CH:15][CH:16]=[CH:17][CH:18]=1)[CH2:29][CH2:30][CH3:31]. Reported procedure: As in Example 14, Stage B, 14.5 g. (0.06 mol) of 4-hydroxy-3-phenyl-5,6,7,8-tetrahydrocoumarin are caused to react with 16.2 g. (0.078 mol) of 1-chloro-3-dibutylaminopropane. 19.8 g. of an oil which cannot be crystallised are obtained. Yield 80.5% (theoretical yield 24.6 g.). The reactants are OC1=C(C(OC=2CCCCC12)=O)C1=CC=CC=C1 (4-hydroxy-3-phenyl-5,6,7,8-tetrahydrocoumarin), ClCCCN(CCCC)CCCC (1-chloro-3-dibutylaminopropane).